Dataset: the Open Reaction Database (ORD), a public repository of structured organic reaction records. Task: describe an organic reaction: reactants, conditions, products, and yield Reactants: F[B-](F)(F)F, CC(=O)[O-], CC#N, CC(C)(C)OC(=O)N1C=CC(c2cc(F)ccc2Cl)C1, Nc1ccccc1, [Na+], O=C(C=Cc1ccccc1)C=Cc1ccccc1, O=C(C=Cc1ccccc1)C=Cc1ccccc1, O=C(C=Cc1ccccc1)C=Cc1ccccc1, O, O, O, [Pd], [Pd], N#[N+]c1ccccc1. Product: CC(C)(C)OC(=O)N1CC(c2cc(F)ccc2Cl)=CC1c1ccccc1. Reaction SMILES: [B-:21]([F:22])([F:23])([F:24])[F:25].[C:44]([O-:45])(=[O:46])[CH3:47].[CH3:49][C:50]#[N:51].[Cl:1][c:2]1[c:3]([CH:9]2[CH2:10][N:11]([C:14](=[O:15])[O:16][C:17]([CH3:18])([CH3:19])[CH3:20])[CH:12]=[CH:13]2)[cH:4][c:5]([F:8])[cH:6][cH:7]1.[NH2:34][c:35]1[cH:36][cH:37][cH:38][cH:39][cH:40]1.[Na+:48].[O:54]=[C:55]([CH:56]=[CH:57][c:58]1[cH:59][cH:60][cH:61][cH:62][cH:63]1)[CH:64]=[CH:65][c:66]1[cH:67][cH:68][cH:69][cH:70][cH:71]1.[O:72]=[C:73]([CH:74]=[CH:75][c:76]1[cH:77][cH:78][cH:79][cH:80][cH:81]1)[CH:82]=[CH:83][c:84]1[cH:85][cH:86][cH:87][cH:88][cH:89]1.[O:90]=[C:91]([CH:92]=[CH:93][c:94]1[cH:95][cH:96][cH:97][cH:98][cH:99]1)[CH:100]=[CH:101][c:102]1[cH:103][cH:104][cH:105][cH:106][cH:107]1.[OH2:41].[OH2:42].[OH2:43].[Pd:52].[Pd:53].[c:26]1([N+:32]#[N:33])[cH:27][cH:28][cH:29][cH:30][cH:31]1>>[Cl:1][c:2]1[c:3]([C:9]2=[CH:13][CH:12]([c:26]3[cH:27][cH:28][cH:29][cH:30][cH:31]3)[N:11]([C:14](=[O:15])[O:16][C:17]([CH3:18])([CH3:19])[CH3:20])[CH2:10]2)[cH:4][c:5]([F:8])[cH:6][cH:7]1. Starting materials: FC=1C=C2CC(NC2=CC1)=O (5-Fluoro-1,3-dihydro-indol-2-one), C1(=O)OCC2=CC=CC=C12 (phthalide), Cl (HCl), ice water, C(=O)(O)[O-].[Na+] (NaHCO3), C(C)N(CCCC1=CC=C2C(=N1)COC2=O)CC (2-(3-diethylamino-propyl)-7H-furo[3,4-b]pyridin-5-one), C[Si](C)(C)[N-][Si](C)(C)C.[Li+] (lithium bis(trimethylsilyl)amide). The solvent is C1CCOC1 (THF). Run at time 10 minute. The product is C(C)N(CCCC1=CC=C2C(=N1)COC2=C2C(NC1=CC=C(C=C21)F)=O)CC (3-[2-(3-Diethylamino-propyl)-7H-furo[3,4-b]pyridin-5-ylidene]-5-fluoro-1,3-dihydro-indol-2-one). The yield is 36.7%. RXN SMILES: [F:1][C:2]1[CH:3]=[C:4]2[C:8](=[CH:9][CH:10]=1)[NH:7][C:6](=[O:11])[CH2:5]2.C[Si]([N-][Si](C)(C)C)(C)C.[Li+].[CH2:22]([N:24]([CH2:38][CH3:39])[CH2:25][CH2:26][CH2:27][C:28]1[N:33]=[C:32]2[CH2:34][O:35][C:36](=O)[C:31]2=[CH:30][CH:29]=1)[CH3:23].C1(C2C(=CC=CC=2)CO1)=O.Cl.C([O-])(O)=O.[Na+]>C1COCC1>[CH2:38]([N:24]([CH2:22][CH3:23])[CH2:25][CH2:26][CH2:27][C:28]1[N:33]=[C:32]2[CH2:34][O:35][C:36](=[C:5]3[C:4]4[C:8](=[CH:9][CH:10]=[C:2]([F:1])[CH:3]=4)[NH:7][C:6]3=[O:11])[C:31]2=[CH:30][CH:29]=1)[CH3:39] |f:1.2,6.7|. Procedure details: A solution of 5-Fluoro-1,3-dihydro-indol-2-one (100 mg) in anhydrous. THF (5 mL) at room temperature is treated with lithium bis(trimethylsilyl)amide (1.0 M solution in tetrahydrofuran, 1.33 mL, 6 equiv). The resulting mixture is stirred at room temperature for 10 min, then is added 2-(3-diethylamino-propyl)-7H-furo[3,4-b]pyridin-5-one (55 mg, 1 equiv) in one portion. The reaction mixture is stirred at room temperature until both TLC and HPLC indicated the disappearance of the phthalide. The rea...